Dataset: the Open Reaction Database (ORD), a public repository of structured organic reaction records. Task: describe an organic reaction: reactants, conditions, products, and yield Starting materials: C([O-])([O-])=O.[K+].[K+] (potassium carbonate), C1(=CC=CC=C1)O (phenol), O(C1=CC=CC=C1)C1=CC(=C(C(=C1)C(C)C)NC(=S)N)C(C)C (N-(4-phenoxy-2,6-diisopropylphenyl)thiourea), aqueous solution, [OH-].[K+] (potassium hydroxide), BrC1=CC(=C(N)C(=C1)C(C)C)C(C)C (4-bromo-2,6-diisopropylaniline). The reagents and catalysts are C([O-])([O-])=O.[Cu+2] (copper carbonate). The solvent is C1(=CC=CC=C1)C (toluene). Conditions: time 10 hour. Product: O(C1=CC=CC=C1)C1=CC(=C(N)C(=C1)C(C)C)C(C)C (4-phenoxy-2,6-diisopropylaniline). The yield is 80.0%. Reaction SMILES: C(=O)([O-])[O-].[K+].[K+].C1(O)C=CC=CC=1.[OH-].[K+].[O:16]([C:23]1[CH:28]=[C:27]([CH:29]([CH3:31])[CH3:30])[C:26]([NH:32]C(N)=S)=[C:25]([CH:36]([CH3:38])[CH3:37])[CH:24]=1)[C:17]1[CH:22]=[CH:21][CH:20]=[CH:19][CH:18]=1.BrC1C=C(C(C)C)C(N)=C(C(C)C)C=1>C1(C)C=CC=CC=1.C(=O)([O-])[O-].[Cu+2]>[O:16]([C:23]1[CH:24]=[C:25]([CH:36]([CH3:37])[CH3:38])[C:26]([NH2:32])=[C:27]([CH:29]([CH3:31])[CH3:30])[CH:28]=1)[C:17]1[CH:18]=[CH:19][CH:20]=[CH:21][CH:22]=1 |f:0.1.2,4.5,9.10|. Procedure details: With stirring, 21 g (0.15 mol) of potassium carbonate are initially added to 141 g (1.5 mol) of phenol in 500 g of toluene, followed by the addition of 168 g (1.5 mol) of a 50% aqueous solution of potassium hydroxide. The entire water of reaction is then separated under reflux, and then ca. 400 g of toluene are removed by distillation. The residue is dissolved in 700 g of dimethyl formamide. After addition of 6 g (0.05 mol) of copper carbonate, solvent is distilled off until the temperature of t...